From a dataset of the Open Reaction Database (ORD), a public repository of structured organic reaction records. describe an organic reaction: reactants, conditions, products, and yield The reactants are O=C(Cl)CCCCCl, COC(=O)c1ccc(-c2ccc(N)cc2C)cc1. The product is COC(=O)c1ccc(-c2ccc(NC(=O)CCCCCl)cc2C)cc1. RXN SMILES: [Cl:19][CH2:20][CH2:21][CH2:22][CH2:23][C:24](=[O:25])[Cl:26].[NH2:1][c:2]1[cH:3][c:4]([CH3:18])[c:5](-[c:8]2[cH:9][cH:10][c:11]([C:14](=[O:15])[O:16][CH3:17])[cH:12][cH:13]2)[cH:6][cH:7]1>>[NH:1]([c:2]1[cH:3][c:4]([CH3:18])[c:5](-[c:8]2[cH:9][cH:10][c:11]([C:14](=[O:15])[O:16][CH3:17])[cH:12][cH:13]2)[cH:6][cH:7]1)[C:24]([CH2:23][CH2:22][CH2:21][CH2:20][Cl:19])=[O:25]. Reactants: [Br-], C1CCOC1, CCCC[P+](c1ccccc1)(c1ccccc1)c1ccccc1, Cc1ccccc1, CC(C)(C)[O-], O=Cc1ccc(Cl)nc1, [K+]. The product is CCCC=Cc1ccc(Cl)nc1. As a reaction SMILES: [Br-:21].[CH2:1]1[CH2:2][CH2:3][CH2:4][O:5]1.[CH2:22]([P+:23]([c:24]1[cH:25][cH:26][cH:27][cH:28][cH:29]1)([c:30]1[cH:31][cH:32][cH:33][cH:34][cH:35]1)[c:36]1[cH:37][cH:38][cH:39][cH:40][cH:41]1)[CH2:42][CH2:43][CH3:44].[CH3:45][c:46]1[cH:47][cH:48][cH:49][cH:50][cH:51]1.[CH3:6][C:7]([CH3:8])([O-:9])[CH3:10].[Cl:12][c:13]1[n:14][cH:15][c:16]([CH:19]=[O:20])[cH:17][cH:18]1.[K+:11]>>[CH:1]([CH2:2][CH2:3][CH3:4])=[CH:19][c:16]1[cH:15][n:14][c:13]([Cl:12])[cH:18][cH:17]1. Starting materials: CCO, CC12CCC(O)CC1=CCC1C2CCC2(C)C(=O)CCC12F, [H][H]. Product: CC12CCC(O)CC1CCC1C2CCC2(C)C(=O)CCC12F. As a reaction SMILES: [CH3:25][CH2:26][OH:27].[F:1][C:2]12[CH2:3][CH2:4][C:5](=[O:22])[C:6]1([CH3:7])[CH2:8][CH2:9][CH:10]1[C:11]3([CH3:21])[CH2:12][CH2:13][CH:14]([OH:20])[CH2:15][C:16]3=[CH:17][CH2:18][CH:19]21.[H:23][H:24]>>[F:1][C:2]12[CH2:3][CH2:4][C:5](=[O:22])[C:6]1([CH3:7])[CH2:8][CH2:9][CH:10]1[C:11]3([CH3:21])[CH2:12][CH2:13][CH:14]([OH:20])[CH2:15][CH:16]3[CH2:17][CH2:18][CH:19]21. Reaction SMILES: [BH4-:29].[CH3:31][CH2:32][OH:33].[Cl:1][c:2]1[cH:3][c:4]([CH3:14])[n:5][c:6]2[cH:7][c:8]([CH:12]=[O:13])[cH:9][cH:10][c:11]12.[ClH:28].[NH2:15][c:16]1[cH:17][c:18]([C:24]([F:25])([F:26])[F:27])[c:19]([C:20]#[N:21])[cH:22][cH:23]1.[Na+:30]>>[Cl:1][c:2]1[cH:3][c:4]([CH3:14])[n:5][c:6]2[cH:7][c:8]([CH2:12][NH:15][c:16]3[cH:17][c:18]([C:24]([F:25])([F:26])[F:27])[c:19]([C:20]#[N:21])[cH:22][cH:23]3)[cH:9][cH:10][c:11]12. The product is Cc1cc(Cl)c2ccc(CNc3ccc(C#N)c(C(F)(F)F)c3)cc2n1. The reactants are [BH4-], CCO, Cc1cc(Cl)c2ccc(C=O)cc2n1, Cl, N#Cc1ccc(N)cc1C(F)(F)F, [Na+]. Starting materials: C(C)(C)(C)OC(=O)N1CC(C(CC1)=O)(C)C (3,3-Dimethyl-4-oxo-piperidine-1-carboxylic acid tert-butyl ester). Run in COC(N(C)C)OC (dimethyl formamide dimethylacetal). Run at temperature 130 celsius. The product is C(C)(C)(C)OC(=O)N1CC(C(C(C1)=CN(C)C)=O)(C)C (5-Dimethylaminomethylene-3,3-dimethyl-4-oxo-piperidine-1-carboxylic acid tert-butyl ester). RXN SMILES: [C:1]([O:5][C:6]([N:8]1[CH2:13][CH2:12][C:11](=[O:14])[C:10]([CH3:16])([CH3:15])[CH2:9]1)=[O:7])([CH3:4])([CH3:3])[CH3:2]>COC(OC)N(C)C>[C:1]([O:5][C:6]([N:8]1[CH2:13][C:12](=[CH:6][N:8]([CH3:13])[CH3:9])[C:11](=[O:14])[C:10]([CH3:16])([CH3:15])[CH2:9]1)=[O:7])([CH3:4])([CH3:2])[CH3:3]. Procedure: 3,3-Dimethyl-4-oxo-piperidine-1-carboxylic acid tert-butyl ester (5 g, 22 mmol) was dissolved in dimethyl formamide dimethylacetal (25 mL) and heated at reflux for 2 h. The reaction mixture was then heated to 130° C. for 1 h via microwave, and concentrated to give 6.43 g (quant.) as an oil which used without purification. 1H-NMR (CDCl3, 500 MHz) δ 1.07 (s, 6H), 1.45 (s, 9H), 3.06 (s, 6H), 3.37 (m, 2H), 4.57 (m, 2H), 7.41 (bs, 1H). The reactants are C(CC)N1C(CC(C1)=O)=O (1-propyl-2,4-dioxopyrrolidine), NC1=C(SC=C1C(=O)OC)CCCCC (methyl 3-amino-2-pentylthiophene-4-carboxylate), O.C1(=CC=CC=C1)C (water toluene), C(=O)(OCC)C1C(N(CC1=O)CCC)=O (3-carboethoxy-1-propyl-2,4-dioxopyrrolidine). Solvent: C1(=CC=CC=C1)C (toluene), C(C)#N (acetonitrile). Yields the product C(CC)N1C(CC(C1)=O)=O (1-propyl-2,4-dioxopyrrolidine), C(CC)N1C(C=C(C1)NC1=C(SC=C1C(=O)OC)CCCCC)=O (3-(1-Propyl-2-oxo-3-pyrrolin-4-yl)amino-2-pentyl-4-carbomethoxythiophene). The yield is 94.0%. Reaction SMILES: C([CH:6]1[C:10](=[O:11])[CH2:9][N:8]([CH2:12][CH2:13][CH3:14])[C:7]1=[O:15])(OCC)=O.[CH2:16]([N:19]1[CH2:23][C:22](=O)[CH2:21][C:20]1=[O:25])[CH2:17][CH3:18].[NH2:26][C:27]1[C:31]([C:32]([O:34][CH3:35])=[O:33])=[CH:30][S:29][C:28]=1[CH2:36][CH2:37][CH2:38][CH2:39][CH3:40].O.C1(C)C=CC=CC=1>C(#N)C.C1(C)C=CC=CC=1>[CH2:12]([N:8]1[CH2:9][C:10](=[O:11])[CH2:6][C:7]1=[O:15])[CH2:13][CH3:14].[CH2:16]([N:19]1[CH2:23][C:22]([NH:26][C:27]2[C:31]([C:32]([O:34][CH3:35])=[O:33])=[CH:30][S:29][C:28]=2[CH2:36][CH2:37][CH2:38][CH2:39][CH3:40])=[CH:21][C:20]1=[O:25])[CH2:17][CH3:18] |f:3.4|. Procedure: Freshly prepared 1-propyl-2,4-dioxopyrrolidine was prepared as described in Example 1e from 3-carboethoxy-1-propyl-2,4-dioxopyrrolidine (3.55 g) in acetonitrile (100 ml). The 1-propyl-2,4-dioxopyrrolidine was mixed with methyl 3-amino-2-pentylthiophene-4-carboxylate (2.70 g) in toluene (65 ml). The mixture was refluxed for 2 hours with removal of the water/toluene azeotrope using a Dean-Stark trap. After distilling off the excess toluene, the residue was taken up in ethyl acetate, washed sequent...